Dataset: the Open Reaction Database (ORD), a public repository of structured organic reaction records. Task: describe an organic reaction: reactants, conditions, products, and yield The reactants are Cl (hydrochloric acid), C1(=CC=CC=C1)C=1N=C(OC1C1=CC=CC=C1)CCCCCCCC(=O)OC (methyl 4,5-diphenyl-2-oxazoleoctanoate), [OH-].[Na+] (sodium hydroxide), CO (methanol). Solvent: O (water), O (water). Run at time 75 minute. Product: C1(=CC=CC=C1)C=1N=C(OC1C1=CC=CC=C1)CCCCCCCC(=O)O (4,5-Diphenyl-2-oxazoleoctanoic Acid). As a reaction SMILES: [C:1]1([C:7]2[N:8]=[C:9]([CH2:18][CH2:19][CH2:20][CH2:21][CH2:22][CH2:23][CH2:24][C:25]([O:27]C)=[O:26])[O:10][C:11]=2[C:12]2[CH:17]=[CH:16][CH:15]=[CH:14][CH:13]=2)[CH:6]=[CH:5][CH:4]=[CH:3][CH:2]=1.[OH-].[Na+].CO.Cl>O>[C:1]1([C:7]2[N:8]=[C:9]([CH2:18][CH2:19][CH2:20][CH2:21][CH2:22][CH2:23][CH2:24][C:25]([OH:27])=[O:26])[O:10][C:11]=2[C:12]2[CH:13]=[CH:14][CH:15]=[CH:16][CH:17]=2)[CH:2]=[CH:3][CH:4]=[CH:5][CH:6]=1 |f:1.2|. Procedure: A mixture of methyl 4,5-diphenyl-2-oxazoleoctanoate (7.00 g, 18.5 mmol), 5N sodium hydroxide solution (7.42 mL), water (100 mL) and methanol (20 mL) was heated on a steam bath for 45 minutes. After stirring at room temperature for 75 minutes, the mixture was diluted with water (150 mL), heated on a steam bath for 10 minutes and then allowed to stir overnight at room temperature. The mixture was heated to reflux for 1 hour, cooled, acidified with 2N hydrochloric acid solution and extracted with C... The yield is 72.0%. Reactants: [NH4+].[OH-] (NH4OH), C(=O)(O)[O-].[Na+] (NaHCO3), C1(CC1)CBr (cyclopropylmethyl bromide), Cl.COC=1C=CC=2C[C@@H]3[C@@H]4[C@H](CC(C[C@@]4(C2C1)CCN3)=O)C (3-methoxy-8β-methylmorphinan-6-one hydrochloride). Reported procedure: To a suspension of 3-methoxy-8β-methylmorphinan-6-one hydrochloride (prepared in Part C) in DMF (1 g/10 ml) was added NaHCO3 (2.2 equivalents [eq]) and cyclopropylmethyl bromide (1.5 eq). The mixture was heated under an argon atmosphere at 100° C. for 16 hours, then cooled. The mixture was filtered and the filtrate was evaporated in high vacuum to yield a residue. The residue was dissolved in water, adjusted to about pH 11 with concentrated NH4OH and extracted with three portions of benzene. The... Run at temperature 100 celsius. The product is C1(CC1)CN1[C@H]2[C@@H]3[C@H](CC(C[C@@]3(C=3C=C(C=CC3C2)OC)CC1)=O)C (17-Cylopropylmethyl-3-methoxy-8β-methylmorphinan-6-one). As a reaction SMILES: Cl.[CH3:2][O:3][C:4]1[CH:5]=[CH:6][C:7]2[CH2:8][C@H:9]3[NH:20][CH2:19][CH2:18][C@@:15]4([C:16]=2[CH:17]=1)[C@H:10]3[C@@H:11]([CH3:22])[CH2:12][C:13](=[O:21])[CH2:14]4.C([O-])(O)=O.[Na+].[CH:28]1([CH2:31]Br)[CH2:30][CH2:29]1.[NH4+].[OH-]>CN(C=O)C.O>[CH:28]1([CH2:31][N:20]2[CH2:19][CH2:18][C@@:15]34[C:16]5[CH:17]=[C:4]([O:3][CH3:2])[CH:5]=[CH:6][C:7]=5[CH2:8][C@@H:9]2[C@@H:10]3[C@@H:11]([CH3:22])[CH2:12][C:13](=[O:21])[CH2:14]4)[CH2:30][CH2:29]1 |f:0.1,2.3,5.6|. Solvent: CN(C)C=O (DMF), O (water). As a reaction SMILES: [OH:1][C:2]1[CH:21]=[CH:20][C:5]([CH2:6][NH:7][C:8]([C:10]2[CH:19]=CC3C(=CC=CC=3)N=2)=[O:9])=[CH:4][CH:3]=1.N1[C:30]2[C:25](=[N:26][CH:27]=[CH:28][CH:29]=2)[CH:24]=[CH:23]1.Cl.Cl[CH2:33][C:34]1[CH:39]=[CH:38][CH:37]=[CH:36][N:35]=1.C(=O)([O-])[O-].[K+].[K+]>CN(C)C=O.O.C(OCC)(=O)C>[N:35]1[CH:36]=[CH:37][CH:38]=[CH:39][C:34]=1[CH2:33][O:1][C:2]1[CH:3]=[CH:4][C:5]([CH2:6][NH:7][C:8]([C:10]2[CH:19]=[C:30]3[C:25](=[CH:24][CH:23]=2)[N:26]=[CH:27][CH:28]=[CH:29]3)=[O:9])=[CH:20][CH:21]=1 |f:2.3,4.5.6|. The product is N1=C(C=CC=C1)COC1=CC=C(CNC(=O)C=2C=C3C=CC=NC3=CC2)C=C1 (Quinoline-6-carboxylic acid 4-(pyridin-2-ylmethoxy)-benzylamide). Reactants: OC1=CC=C(CNC(=O)C2=NC3=CC=CC=C3C=C2)C=C1 (quinoline carboxylic acid 4-hydroxybenzylamide), C([O-])([O-])=O.[K+].[K+] (potassium carbonate), N1C=CC2=NC=CC=C21 (1H-Pyrrolo[3,2-b]pyridine), Cl.ClCC1=NC=CC=C1 (2-chloromethyl-pyridine hydrochloride). Run in O (water), C(C)(=O)OCC (Ethyl acetate), CN(C=O)C (N,N-dimethyl formamide). Procedure details: To a solution of quinoline carboxylic acid 4-hydroxybenzylamide described in Preparation Example E+-1 (20 mg, 0.0719 mmol) and 2-chloromethyl-pyridine hydrochloride (12 mg, 0.0719 mmol) in N,N-dimethyl formamide (1.0 mL) was added potassium carbonate (298 mg, 2.16 mmol), and the solution was stirred at room temperature for 12 hours. Ethyl acetate and water were added to the reaction solution, which was then partitioned, and the organic layer was dried over anhydrous magnesium sulfate. The solven... Reaction conditions: time 12 hour. Starting materials: C(C)(C)(C)OC(N(N1C=CC=C1)CC1=C(C=CC=C1)F)=O ((2-fluoro-benzyl)-pyrrol-1-yl-carbamic acid tert-butyl ester), C(C)OC(C(C(=O)OCC)C(=O)OCC)=O (2-ethoxycarbonyl-malonic acid diethyl ester). Yields the product C(C)OC(=O)C1=C(C=2N(N(C1=O)CC1=C(C=CC=C1)F)C=CC2)O (1-(2-Fluoro-benzyl)-4-hydroxy-2-oxo-1,2-dihydro-pyrrolo[1,2-b]pyridazine-3-carboxylic acid ethyl ester). RXN SMILES: C(O[C:6](=[O:21])[N:7]([CH2:13][C:14]1[CH:19]=[CH:18][CH:17]=[CH:16][C:15]=1[F:20])[N:8]1[CH:12]=[CH:11][CH:10]=[CH:9]1)(C)(C)C.[CH2:22]([O:24][C:25](=[O:37])[CH:26](C(OCC)=O)[C:27](OCC)=[O:28])[CH3:23]>>[CH2:22]([O:24][C:25]([C:26]1[C:6](=[O:21])[N:7]([CH2:13][C:14]2[CH:19]=[CH:18][CH:17]=[CH:16][C:15]=2[F:20])[N:8]2[CH:9]=[CH:10][CH:11]=[C:12]2[C:27]=1[OH:28])=[O:37])[CH3:23]. Procedure: Prepared according to the thermal cyclization condition used in Example 1 step c) from (2-fluoro-benzyl)-pyrrol-1-yl-carbamic acid tert-butyl ester (1.0 eq.) and 2-ethoxycarbonyl-malonic acid diethyl ester (3.0 eq.). ESI (m/z): 331 (M+H)+. The reactants are [OH-].[K+] (Potassium hydroxide), FC1=CC(=C2C(=NNC2=C1)N)OC (6-fluoro-4-(methyloxy)-1H-indazol-3-amine), Cl (HCl), ClCC=1C=C(C#N)C=CC1 (3-(chloromethyl)benzonitrile). Procedure: Potassium hydroxide (85% pure, 0.84 g, 12.7 mmol) was powdered and added to DMSO (25 mL) and the mixture was stirred for 5 min. A solution of 1:1 mixture of 6-fluoro-4-(methyloxy)-1H-indazol-3-amine and 4-fluoro-6-(methyloxy)regioisomer) (1.085 g, 6 mmol) in DMSO (5 mL) was added and the mixture was stirred for 5 min. The colour of the reaction mixture turned to dark red. Solid 3-(chloromethyl)benzonitrile (1.0 g, 7.1 mmol) was added and the mixture stirred for 1 h. The mixture was diluted with ... Yields the product NC1=NN(C2=CC(=CC(=C12)OC)F)CC=1C=C(C#N)C=CC1 (3-{[3-Amino-6-fluoro-4-(methyloxy)-1H-indazol-1-yl]methyl}benzonitrile). Reaction SMILES: [OH-].[K+].[F:3][C:4]1[CH:12]=[C:11]2[C:7]([C:8]([NH2:13])=[N:9][NH:10]2)=[C:6]([O:14][CH3:15])[CH:5]=1.Cl[CH2:17][C:18]1[CH:19]=[C:20]([CH:23]=[CH:24][CH:25]=1)[C:21]#[N:22].Cl>CS(C)=O.O>[NH2:13][C:8]1[C:7]2[C:11](=[CH:12][C:4]([F:3])=[CH:5][C:6]=2[O:14][CH3:15])[N:10]([CH2:17][C:18]2[CH:19]=[C:20]([CH:23]=[CH:24][CH:25]=2)[C:21]#[N:22])[N:9]=1 |f:0.1|. Reaction conditions: time 5 minute. The solvent is CS(=O)C (DMSO), CS(=O)C (DMSO), O (water). Product: O=C1C=CCCc2ccc(Cl)cc21. Starting materials: [Al+3], O=C1CC(NCc2ccccc2)CCc2ccc(Cl)cc21, [H-], [H-], [H-], [H-], [Li+], NCc1ccccc1. Reaction SMILES: [Al+3:31].[Cl:9][c:10]1[cH:11][c:12]2[c:13]([cH:28][cH:29]1)[CH2:14][CH2:15][CH:16]([NH:20][CH2:21][c:22]1[cH:23][cH:24][cH:25][cH:26][cH:27]1)[CH2:17][C:18]2=[O:19].[H-:30].[H-:33].[H-:34].[H-:35].[Li+:32].[NH2:1][CH2:2][c:3]1[cH:4][cH:5][cH:6][cH:7][cH:8]1>>[Cl:9][c:10]1[cH:11][c:12]2[c:13]([cH:28][cH:29]1)[CH2:14][CH2:15][CH:16]=[CH:17][C:18]2=[O:19]. Reactants: NC=1OC[C@@]2(N1)C1=CC(=CC=C1OC1=NC=C(C=C12)C#CC(C)(C)OC)O ((R)-2′-amino-3-(3-methoxy-3-methylbut-1-ynyl)-5′H-spiro[chromeno[2,3-b]pyridine-5,4′-oxazol]-7-ol), C([O-])([O-])=O.[Cs+].[Cs+] (cesium carbonate), FC(C(C(S(=O)(=O)F)(F)F)(F)F)(C(F)(F)F)F (nonafluorobutanesulfonyl fluoride). Run in CN(C)C=O (DMF). Run at time 10 minute. The product is FC(C(C(C(F)(F)F)(F)F)(F)F)(S(=O)(=O)OC=1C=C2C(=CC1)OC1=NC=C(C=C1[C@]21N=C(OC1)N)C#CC(C)(C)OC)F ((R)-2′-amino-3-(3-methoxy-3-methylbut-1-ynyl)-5′H-spiro[chromeno[2,3-b]pyridine-5,4′-oxazole]-7-yl 1,1,2,2,3,3,4,4,4-nonafluorobutane-1-sulfonate). Reaction SMILES: [NH2:1][C:2]1[O:3][CH2:4][C@@:5]2([C:19]3[C:14](=[N:15][CH:16]=[C:17]([C:20]#[C:21][C:22]([O:25][CH3:26])([CH3:24])[CH3:23])[CH:18]=3)[O:13][C:12]3[C:7]2=[CH:8][C:9]([OH:27])=[CH:10][CH:11]=3)[N:6]=1.C(=O)([O-])[O-].[Cs+].[Cs+].[F:34][C:35]([F:50])([C:46]([F:49])([F:48])[F:47])[C:36]([F:45])([F:44])[C:37]([F:43])([F:42])[S:38](F)(=[O:40])=[O:39]>CN(C=O)C>[F:43][C:37]([F:42])([S:38]([O:27][C:9]1[CH:8]=[C:7]2[C@:5]3([CH2:4][O:3][C:2]([NH2:1])=[N:6]3)[C:19]3[C:14](=[N:15][CH:16]=[C:17]([C:20]#[C:21][C:22]([O:25][CH3:26])([CH3:24])[CH3:23])[CH:18]=3)[O:13][C:12]2=[CH:11][CH:10]=1)(=[O:40])=[O:39])[C:36]([F:44])([F:45])[C:35]([F:50])([F:34])[C:46]([F:49])([F:48])[F:47] |f:1.2.3|. Procedure details: A 25-mL flask was charged with (R)-2′-amino-3-(3-methoxy-3-methylbut-1-ynyl)-5′H-spiro[chromeno[2,3-b]pyridine-5,4′-oxazol]-7-ol (577.53 mg, 1.581 mmol), cesium carbonate (566 mg, 1.739 mmol), and DMF (7903 μL). The resulting mixture was stirred for 10 min, then the vial was submerged in an ice-bath for 10 min. nonafluorobutanesulfonyl fluoride (306 μL, 1.739 mmol) was added dropwise over 2 minutes. The mixture was stirred for 2 hours, then quenched with saturated aqueous ammonium chloride (10 m...